The task is: describe an organic reaction: reactants, conditions, products, and yield. This data is from the Open Reaction Database (ORD), a public repository of structured organic reaction records. Starting materials: NC=1C(=NC(=NC1NC1=C(C=CC=C1)OC)NC1=CC(=CC=C1)CO[Si](C)(C)C(C)(C)C)C(=O)OCC (Ethyl 5-amino-2-(3-((tert-butyldimethylsilyloxy)methyl)phenylamino)-6-(2-methoxyphenylamino)pyrimidine-4-carboxylate), 1,1′-1,1′-carbonyldiimidazole, [Si](C)(C)(C(C)(C)C)OCC1=C(C=CC=C1)NC1=NC(=C2NC(N(C2=N1)C1=C(C=CC=C1)OC)=O)C(=O)OCC (Ethyl 2-(2-((tert-butyldimethylsilyloxy)methyl)phenylamino)-9-(2-methoxyphenyl)-8-oxo-8,9-dihydro-7H-purine-6-carboxylate). The solvent is ClCCl (dichloromethane). Product: OCC1=C(C=CC=C1)NC1=NC(=C2NC(N(C2=N1)C1=C(C=CC=C1)OC)=O)C(=O)N (2-(2-(HYDROXYMETHYL)PHENYLAMINO)-9-(2-METHOXYPHENYL)-8-OXO-8,9-DIHYDRO-7H-PURINE-6-CARBOXAMIDE). Isolated yield 91.0%. RXN SMILES: [Si]([O:8][CH2:9][C:10]1[CH:15]=[CH:14][CH:13]=[CH:12][C:11]=1[NH:16][C:17]1[N:25]=[C:24]2[C:20]([NH:21][C:22](=[O:34])[N:23]2[C:26]2[CH:31]=[CH:30][CH:29]=[CH:28][C:27]=2[O:32][CH3:33])=[C:19]([C:35]([O:37]CC)=O)[N:18]=1)(C(C)(C)C)(C)C.[NH2:40]C1C(C(OCC)=O)=NC(NC2C=CC=C(CO[Si](C(C)(C)C)(C)C)C=2)=NC=1NC1C=CC=CC=1OC>ClCCl>[OH:8][CH2:9][C:10]1[CH:15]=[CH:14][CH:13]=[CH:12][C:11]=1[NH:16][C:17]1[N:25]=[C:24]2[C:20]([NH:21][C:22](=[O:34])[N:23]2[C:26]2[CH:31]=[CH:30][CH:29]=[CH:28][C:27]=2[O:32][CH3:33])=[C:19]([C:35]([NH2:40])=[O:37])[N:18]=1. Reported procedure: Ethyl 2-(2-((tert-butyldimethylsilyloxy)methyl)phenylamino)-9-(2-methoxyphenyl)-8-oxo-8,9-dihydro-7H-purine-6-carboxylate. Ethyl 5-amino-2-(3-((tert-butyldimethylsilyloxy)methyl)phenylamino)-6-(2-methoxyphenylamino)pyrimidine-4-carboxylate (0.200 g, 0.382 mmol) and 1,1′-1,1′-carbonyldiimidazole (0.433 g, 2.67 mmol) in dichloromethane (20 mL) were reacted according to General Procedure F and purified using biotage chromatography (10 to 90% EtOAc in hexanes) to afford the title compound (0.190 g, ... Reactants: CC(C)(C)OC(=O)N1CCC(CN2CC(C)(C)c3ccc(N)cc32)CC1, COC(=O)C(C)(C)NCc1ccnc2ccccc12, O=C(Cl)Oc1ccc([N+](=O)[O-])cc1, C1CCOC1. The product is CC(C)(C)OC(=O)N1CCC(CN2CC(C)(C)c3ccc(N4C(=O)N(Cc5ccnc6ccccc56)C(C)(C)C4=O)cc32)CC1. As a reaction SMILES: [C:1]([CH3:2])([CH3:3])([CH3:4])[O:5][C:6](=[O:7])[N:8]1[CH2:9][CH2:10][CH:11]([CH2:14][N:15]2[CH2:16][C:17]([CH3:25])([CH3:26])[c:18]3[cH:19][cH:20][c:21]([NH2:24])[cH:22][c:23]32)[CH2:12][CH2:13]1.[CH3:40][O:41][C:42]([C:43]([CH3:44])([NH:45][CH2:46][c:47]1[cH:48][cH:49][n:50][c:51]2[cH:52][cH:53][cH:54][cH:55][c:56]12)[CH3:57])=[O:58].[Cl:27][C:28](=[O:29])[O:30][c:31]1[cH:32][cH:33][c:34]([N+:35]([O-:36])=[O:37])[cH:38][cH:39]1.[O:59]1[CH2:60][CH2:61][CH2:62][CH2:63]1>>[C:1]([CH3:2])([CH3:3])([CH3:4])[O:5][C:6](=[O:7])[N:8]1[CH2:9][CH2:10][CH:11]([CH2:14][N:15]2[CH2:16][C:17]([CH3:25])([CH3:26])[c:18]3[cH:19][cH:20][c:21]([N:24]4[C:28](=[O:29])[N:45]([CH2:46][c:47]5[cH:48][cH:49][n:50][c:51]6[cH:52][cH:53][cH:54][cH:55][c:56]56)[C:43]([CH3:44])([CH3:57])[C:42]4=[O:58])[cH:22][c:23]32)[CH2:12][CH2:13]1. Starting materials: CCOC(=O)C1OCC=CC1O, CC(=O)OC(C)=O, CN(C)c1ccncc1. Yields the product CCOC(=O)C1OCC=CC1OC(C)=O. As a reaction SMILES: [CH2:1]([CH3:2])[O:3][C:4](=[O:5])[CH:6]1[O:7][CH2:8][CH:9]=[CH:10][CH:11]1[OH:12].[CH3:13][C:14](=[O:15])[O:16][C:17]([CH3:18])=[O:19].[CH3:20][N:21]([c:22]1[cH:23][cH:24][n:25][cH:26][cH:27]1)[CH3:28]>>[CH2:1]([CH3:2])[O:3][C:4](=[O:5])[CH:6]1[O:7][CH2:8][CH:9]=[CH:10][CH:11]1[O:12][C:14]([CH3:13])=[O:15]. Starting materials: CC1(C)OB(c2ccc(N)cc2)OC1(C)C, ClCCl, O=C(Cl)c1c(F)cccc1F. The product is CC1(C)OB(c2ccc(NC(=O)c3c(F)cccc3F)cc2)OC1(C)C. Reaction SMILES: [CH3:1][C:2]1([CH3:16])[O:3][B:4]([c:9]2[cH:10][cH:11][c:12]([NH2:15])[cH:13][cH:14]2)[O:5][C:6]1([CH3:7])[CH3:8].[Cl:28][CH2:29][Cl:30].[F:17][c:18]1[c:19]([C:20](=[O:21])[Cl:22])[c:23]([F:27])[cH:24][cH:25][cH:26]1>>[CH3:1][C:2]1([CH3:16])[O:3][B:4]([c:9]2[cH:10][cH:11][c:12]([NH:15][C:20]([c:19]3[c:18]([F:17])[cH:26][cH:25][cH:24][c:23]3[F:27])=[O:21])[cH:13][cH:14]2)[O:5][C:6]1([CH3:7])[CH3:8]. Starting materials: COC1=CC=C(C=C1)C1=CC2=C(C(NCC2)=O)S1 (2-(4-methoxy-phenyl)-5,6-dihydro-4H-thieno[2,3-c]pyridin-7-one), BrC1=CC(=C(C=C1)OS(=O)(=O)C1=CC=C(C=C1)C)OC (toluene-4-sulfonic acid 4-bromo-2-methoxy-phenyl ester), C(=O)([O-])[O-].[Cs+].[Cs+] (Cs2CO3). Reagents/catalysts: C1(=CC=CC=C1)P(C1=CC=CC=2C(C3=CC=CC(=C3OC12)P(C1=CC=CC=C1)C1=CC=CC=C1)(C)C)C1=CC=CC=C1 (4,5-bis(diphenylphosphino)-9,9-dimethylxanthene), C=1C=CC(=CC1)/C=C/C(=O)/C=C/C2=CC=CC=C2.C=1C=CC(=CC1)/C=C/C(=O)/C=C/C2=CC=CC=C2.C=1C=CC(=CC1)/C=C/C(=O)/C=C/C2=CC=CC=C2.[Pd].[Pd] (Pd2(dba)3). Solvent: CCOC(=O)C (EtOAc), O1CCOCC1 (dioxane). Run at time 16 hour. Product: COC1=C(C=CC(=C1)N1C(C2=C(CC1)C=C(S2)C2=CC=C(C=C2)OC)=O)OS(=O)(=O)C2=CC=C(C=C2)C (Toluene-4-sulfonic acid 2-methoxy-4-[2-(4-methoxy-phenyl)-7-oxo-4,7-dihydro-5H-thieno[2,3-c]pyridin-6-yl]-phenyl ester). Yield: 85.5%. RXN SMILES: [CH3:1][O:2][C:3]1[CH:8]=[CH:7][C:6]([C:9]2[S:18][C:12]3[C:13](=[O:17])[NH:14][CH2:15][CH2:16][C:11]=3[CH:10]=2)=[CH:5][CH:4]=1.Br[C:20]1[CH:25]=[CH:24][C:23]([O:26][S:27]([C:30]2[CH:35]=[CH:34][C:33]([CH3:36])=[CH:32][CH:31]=2)(=[O:29])=[O:28])=[C:22]([O:37][CH3:38])[CH:21]=1.C([O-])([O-])=O.[Cs+].[Cs+]>O1CCOCC1.CCOC(C)=O.C1C=CC(/C=C/C(/C=C/C2C=CC=CC=2)=O)=CC=1.C1C=CC(/C=C/C(/C=C/C2C=CC=CC=2)=O)=CC=1.C1C=CC(/C=C/C(/C=C/C2C=CC=CC=2)=O)=CC=1.[Pd].[Pd].C1(P(C2C=CC=CC=2)C2C3OC4C(=CC=CC=4P(C4C=CC=CC=4)C4C=CC=CC=4)C(C)(C)C=3C=CC=2)C=CC=CC=1>[CH3:38][O:37][C:22]1[CH:21]=[C:20]([N:14]2[CH2:15][CH2:16][C:11]3[CH:10]=[C:9]([C:6]4[CH:7]=[CH:8][C:3]([O:2][CH3:1])=[CH:4][CH:5]=4)[S:18][C:12]=3[C:13]2=[O:17])[CH:25]=[CH:24][C:23]=1[O:26][S:27]([C:30]1[CH:31]=[CH:32][C:33]([CH3:36])=[CH:34][CH:35]=1)(=[O:29])=[O:28] |f:2.3.4,7.8.9.10.11|. Reported procedure: Combine 2-(4-methoxy-phenyl)-5,6-dihydro-4H-thieno[2,3-c]pyridin-7-one (0.245 g, 0.943 mmol), toluene-4-sulfonic acid 4-bromo-2-methoxy-phenyl ester (0.404 g, 1.13 mmol), 4,5-bis(diphenylphosphino)-9,9-dimethylxanthene (xantphos) (27.3 mg, 0.05 mmol), and Cs2CO3 (0.461 g, 1.41 mmol) in dioxane (25 mL). Purge the reaction vessel with nitrogen for 5 min, and then add Pd2(dba)3 (8.6 mg, 0.09 mmol). Reflux the reaction mixture and stir 16 h. Dilute with EtOAc (100 mL), wash with water (2×30 mL), dry... Reactants: CN1CCC(c2ccc(Nc3nc(Br)cn(C)c3=O)cc2)CC1, CC(=O)OCc1c(B2OC(C)(C)C(C)(C)O2)cc(F)cc1N1CCn2c(cc3c2CC(C)(C)C3)C1=O. The product is CC(=O)OCc1c(-c2cn(C)c(=O)c(Nc3ccc(C4CCN(C)CC4)cc3)n2)cc(F)cc1N1CCn2c(cc3c2CC(C)(C)C3)C1=O. RXN SMILES: [Br:1][c:2]1[n:3][c:4]([NH:10][c:11]2[cH:12][cH:13][c:14]([CH:17]3[CH2:18][CH2:19][N:20]([CH3:23])[CH2:21][CH2:22]3)[cH:15][cH:16]2)[c:5](=[O:9])[n:6]([CH3:8])[cH:7]1.[C:24]([CH3:25])(=[O:26])[O:27][CH2:28][c:29]1[c:30]([B:51]2[O:52][C:53]([CH3:54])([CH3:55])[C:56]([CH3:57])([CH3:58])[O:59]2)[cH:31][c:32]([F:50])[cH:33][c:34]1[N:35]1[C:36](=[O:49])[c:37]2[cH:38][c:39]3[c:43]([n:44]2[CH2:45][CH2:46]1)[CH2:42][C:41]([CH3:47])([CH3:48])[CH2:40]3>>[c:2]1(-[c:30]2[c:29]([CH2:28][O:27][C:24]([CH3:25])=[O:26])[c:34]([N:35]3[C:36](=[O:49])[c:37]4[cH:38][c:39]5[c:43]([n:44]4[CH2:45][CH2:46]3)[CH2:42][C:41]([CH3:47])([CH3:48])[CH2:40]5)[cH:33][c:32]([F:50])[cH:31]2)[n:3][c:4]([NH:10][c:11]2[cH:12][cH:13][c:14]([CH:17]3[CH2:18][CH2:19][N:20]([CH3:23])[CH2:21][CH2:22]3)[cH:15][cH:16]2)[c:5](=[O:9])[n:6]([CH3:8])[cH:7]1.